From a dataset of the Open Reaction Database (ORD), a public repository of structured organic reaction records. describe an organic reaction: reactants, conditions, products, and yield The reactants are CCO, O=C(c1ccc([N+](=O)[O-])cc1Cl)N1CCc2cn[nH]c2-c2sccc21, Cl[Sn]Cl. The product is Nc1ccc(C(=O)N2CCc3cn[nH]c3-c3sccc32)c(Cl)c1. RXN SMILES: [CH3:29][CH2:30][OH:31].[Cl:1][c:2]1[c:3]([C:4](=[O:5])[N:6]2[c:7]3[c:8]([s:16][cH:17][cH:18]3)-[c:9]3[c:10]([cH:13][n:14][nH:15]3)[CH2:11][CH2:12]2)[cH:19][cH:20][c:21]([N+:23]([O-:24])=[O:25])[cH:22]1.[Sn:26]([Cl:27])[Cl:28]>>[Cl:1][c:2]1[c:3]([C:4](=[O:5])[N:6]2[c:7]3[c:8]([s:16][cH:17][cH:18]3)-[c:9]3[c:10]([cH:13][n:14][nH:15]3)[CH2:11][CH2:12]2)[cH:19][cH:20][c:21]([NH2:23])[cH:22]1. Reactants: CN(CCOC1=C(C(=CC=C1)C)[N+](=O)[O-])C (dimethyl-[2-(3-methyl-2-nitro-phenoxy)-ethyl]-amine), CC=1C(=C(OCCN2CCCC2)C=CC1)[N+](=O)[O-] (1-[2-(3-methyl-2-nitrophenoxy)-ethyl]-pyrrolidine), N1C=CC2=CC=CC(=C12)OCCN(C)C ([2-(1H-indol-7-yloxy)-ethyl]-dimethyl-amine). The product is N1(CCCC1)CCOC=1C=CC=C2C=CNC12 (7-(2-pyrrolidin-1-yl-ethoxy)-1H-indole). Reaction SMILES: [CH3:1]N(C)CCOC1C=CC=C(C)C=1[N+]([O-])=O.[CH3:17][C:18]1[C:19]([N+:32]([O-])=O)=[C:20]([CH:29]=[CH:30][CH:31]=1)[O:21][CH2:22][CH2:23][N:24]1[CH2:28][CH2:27][CH2:26][CH2:25]1.N1C2C(=CC=CC=2OCCN(C)C)C=C1>>[N:24]1([CH2:23][CH2:22][O:21][C:20]2[CH:29]=[CH:30][CH:31]=[C:18]3[C:19]=2[NH:32][CH:1]=[CH:17]3)[CH2:28][CH2:27][CH2:26][CH2:25]1. Procedure details: The following compound was prepared in a similar fashion, starting with dimethyl-[2-(3-methyl-2-nitro-phenoxy)-ethyl]-amine rather than 1-[2-(3-methyl-2-nitrophenoxy)-ethyl]-pyrrolidine: [2-(1H-indol-7-yloxy)-ethyl]-dimethyl-amine (69%), MS: 205 (M+H)+ The reactants are BrCCC(C(=O)Br)C (4-bromo-2-methyl-butyryl bromide), CO (MeOH). Run in C(Cl)(Cl)Cl (CHCl3). Conditions: time 16 hour. Yields the product COC(C(CCBr)C)=O (4-bromo-2-methyl-butyric acid methyl ester). The yield is 51.0%. As a reaction SMILES: [Br:1][CH2:2][CH2:3][CH:4]([CH3:8])[C:5](Br)=[O:6].[CH3:9][OH:10]>C(Cl)(Cl)Cl>[CH3:9][O:10][C:5](=[O:6])[CH:4]([CH3:8])[CH2:3][CH2:2][Br:1]. Reported procedure: A solution of 4-bromo-2-methyl-butyryl bromide (6.2 g, 43.0 mmol, 1.0 eq) in CHCl3 (10 mL) was cooled at 0° C. MeOH (10 mL) was slowly added and the resulting mixture stirred at room temperature for 16 hours. The solvent was evaporated and the residue dissolved in CHCl3 and washed with water and brine. The organic layer was collected and dried with Na2SO4. Evaporation of the solvent gave 4-bromo-2-methyl-butyric acid methyl ester as thick oil (4.3 g, yield 51%). Reactants: COC1=C(C=CC(=C1)OC)C(CC(=O)O)CCCC (3-(2,4-dimethoxyphenyl)heptanoic acid), C(CCCCC)[Mg]Br (hexylmagnesium bromide). Yields the product COC1=C(C=CC(=C1)OC)C(CC(=O)O)CCCCCC (3-(2,4-Dimethoxyphenyl)nonanoic acid). RXN SMILES: [CH3:1][O:2][C:3]1[CH:8]=[C:7]([O:9][CH3:10])[CH:6]=[CH:5][C:4]=1[CH:11]([CH2:16][CH2:17][CH2:18][CH3:19])[CH2:12][C:13]([OH:15])=[O:14].[CH2:20]([Mg]Br)[CH2:21]CCCC>>[CH3:1][O:2][C:3]1[CH:8]=[C:7]([O:9][CH3:10])[CH:6]=[CH:5][C:4]=1[CH:11]([CH2:16][CH2:17][CH2:18][CH2:19][CH2:20][CH3:21])[CH2:12][C:13]([OH:15])=[O:14]. Reported procedure: Following a similar procedure to that described in Preparation 42a, but using hexylmagnesium bromide instead of butylmagnesium bromide, the title compound was obtained as an oily substance. Starting materials: C(#N)C1=C(C=CC(=C1)Br)NS(=O)(=O)N (N-(2-cyano-4-bromophenyl)sulfamide), CC(=CB(O)O)C (2-methylprop-1-enylboronic acid). Yields the product C(#N)C1=C(C=CC(=C1)C=C(C)C)NS(=O)(=O)N (N-(2-Cyano-4-(2-methylprop-1-enyl)phenyl)sulfamide). Reaction SMILES: [C:1]([C:3]1[CH:8]=[C:7](Br)[CH:6]=[CH:5][C:4]=1[NH:10][S:11]([NH2:14])(=[O:13])=[O:12])#[N:2].[CH3:15][C:16]([CH3:21])=[CH:17]B(O)O>>[C:1]([C:3]1[CH:8]=[C:7]([CH:15]=[C:16]([CH3:21])[CH3:17])[CH:6]=[CH:5][C:4]=1[NH:10][S:11]([NH2:14])(=[O:13])=[O:12])#[N:2]. Procedure details: Prepared as in Example 77a from N-(2-cyano-4-bromophenyl)sulfamide (Example 83b) and 2-methylprop-1-enylboronic acid. Starting materials: COc1n[nH]c(C2CCN(C(=O)OC(C)(C)C)CC2)c1C, CCI, [H-], [Na+], CN(C)C=O. Yields the product CCn1nc(OC)c(C)c1C1CCN(C(=O)OC(C)(C)C)CC1. Reaction SMILES: [C:1]([CH3:2])([CH3:3])([CH3:4])[O:5][C:6](=[O:7])[N:8]1[CH2:9][CH2:10][CH:11]([c:14]2[c:15]([CH3:21])[c:16]([O:19][CH3:20])[n:17][nH:18]2)[CH2:12][CH2:13]1.[CH2:24]([CH3:25])[I:26].[H-:23].[Na+:22].[O:27]=[CH:28][N:29]([CH3:30])[CH3:31]>>[C:1]([CH3:2])([CH3:3])([CH3:4])[O:5][C:6](=[O:7])[N:8]1[CH2:9][CH2:10][CH:11]([c:14]2[c:15]([CH3:21])[c:16]([O:19][CH3:20])[n:17][n:18]2[CH2:24][CH3:25])[CH2:12][CH2:13]1. The reactants are N1CCC(CC1)NC(=O)C=1N(C2=CC=CC=C2C1)CC1=NOC(=C1)C=1SC(=CC1)Cl (1-[5-(5-Chloro-thiophen-2-yl)-isoxazol-3-ylmethyl]-1H-indole-2-carboxylic acid piperidin-4-ylamide), O([K])C#N (KOCN). Solvent: C(C)(=O)O (acetic acid). Yields the product C(N)(=O)N1CCC(CC1)NC(=O)C=1N(C2=CC=CC=C2C1)CC1=NOC(=C1)C=1SC(=CC1)Cl (1-[5-(5-Chloro-thiophen-2-yl)-isoxazol-3-ylmethyl]-1H-indole-2-carboxylic acid (1-carbamoyl-piperidin-4-yl)-amide). Reaction SMILES: [NH:1]1[CH2:6][CH2:5][CH:4]([NH:7][C:8]([C:10]2[N:11]([CH2:19][C:20]3[CH:24]=[C:23]([C:25]4[S:26][C:27]([Cl:30])=[CH:28][CH:29]=4)[O:22][N:21]=3)[C:12]3[C:17]([CH:18]=2)=[CH:16][CH:15]=[CH:14][CH:13]=3)=[O:9])[CH2:3][CH2:2]1.[O:31]([C:33]#[N:34])[K]>C(O)(=O)C>[C:33]([N:1]1[CH2:6][CH2:5][CH:4]([NH:7][C:8]([C:10]2[N:11]([CH2:19][C:20]3[CH:24]=[C:23]([C:25]4[S:26][C:27]([Cl:30])=[CH:28][CH:29]=4)[O:22][N:21]=3)[C:12]3[C:17]([CH:18]=2)=[CH:16][CH:15]=[CH:14][CH:13]=3)=[O:9])[CH2:3][CH2:2]1)(=[O:31])[NH2:34]. Reported procedure: To a solution of 50 mg 1-[5-(5-Chloro-thiophen-2-yl)-isoxazol-3-ylmethyl]-1H-indole-2-carboxylic acid piperidin-4-ylamide in 2 ml acetic acid, 14 mg KOCN were added at RT and stirred over night. After removal of the solvent under reduced pressure the residue directly purified by preparative RP-HPLC eluting with a gradient of 0-100% acetonitrile in water (+0.01% trifluoroacetic acid). After lyophilization the product was obtained as a white solid.